Dataset: the Open Reaction Database (ORD), a public repository of structured organic reaction records. Task: describe an organic reaction: reactants, conditions, products, and yield The reactants are [Ag+], NC(=O)C=C1c2cc(F)ccc2CC1Br, COCCOC, O=[N+]([O-])[O-], O. Product: NC(=O)C=C1c2cc(F)ccc2CC1O. RXN SMILES: [Ag+:27].[Br:1][CH:2]1[C:3](=[CH:12][C:13](=[O:14])[NH2:15])[c:4]2[cH:5][c:6]([F:11])[cH:7][cH:8][c:9]2[CH2:10]1.[CH2:16]([O:17][CH3:21])[CH2:18][O:19][CH3:20].[N+:23]([O-:24])([O-:25])=[O:26].[OH2:22]>>[CH:2]1([OH:17])[C:3](=[CH:12][C:13](=[O:14])[NH2:15])[c:4]2[cH:5][c:6]([F:11])[cH:7][cH:8][c:9]2[CH2:10]1. As a reaction SMILES: [Cl:1][C:2]1[CH:3]=[C:4]([C@@H:12]([CH2:16][CH:17]2[CH2:21][CH2:20][CH2:19][CH2:18]2)[C:13]([OH:15])=O)[CH:5]=[CH:6][C:7]=1[S:8]([CH3:11])(=[O:10])=[O:9].C(Cl)(=O)C(Cl)=O.[CH2:28]([O:31][C:32]1[N:33]=[CH:34][C:35]([NH2:38])=[N:36][CH:37]=1)[CH:29]=[CH2:30].N1C=CC=CC=1>C(Cl)Cl.CN(C)C=O>[CH2:28]([O:31][C:32]1[N:33]=[CH:34][C:35]([NH:38][C:13](=[O:15])[C@@H:12]([C:4]2[CH:5]=[CH:6][C:7]([S:8]([CH3:11])(=[O:9])=[O:10])=[C:2]([Cl:1])[CH:3]=2)[CH2:16][CH:17]2[CH2:21][CH2:20][CH2:19][CH2:18]2)=[N:36][CH:37]=1)[CH:29]=[CH2:30]. Yield: 80.3%. The reactants are ClC=1C=C(C=CC1S(=O)(=O)C)[C@H](C(=O)O)CC1CCCC1 (2(R)-(3-chloro-4-methanesulfonyl-phenyl)-3-cyclopentyl-propionic acid), C(C=C)OC=1N=CC(=NC1)N (5-allyloxy-pyrazin-2-ylamine), N1=CC=CC=C1 (pyridine), C(C(=O)Cl)(=O)Cl (oxalyl chloride). Reaction conditions: temperature 5 celsius, time 5 minute. Reported procedure: A solution of 2(R)-(3-chloro-4-methanesulfonyl-phenyl)-3-cyclopentyl-propionic acid (prepared as in Example 1, 510 mg, 1.54 mmol) in methylene chloride (15 mL) and N,N-dimethylformamide (2 drops) was cooled to 5° C. and then treated with oxalyl chloride (0.27 mL, 3.09 mmol). After stirring for 5 min, the cooling bath was removed, and the stirring continued at 25° C. for 10 min. The solvents were concentrated in vacuo, the residue was dissolved in benzene (25 mL), and the solvent was concentrated... Yields the product C(C=C)OC=1N=CC(=NC1)NC([C@H](CC1CCCC1)C1=CC(=C(C=C1)S(=O)(=O)C)Cl)=O (N-(5-allyloxy-pyrazin-2-yl)-2(R)-(3-chloro-4-methanesulfonyl-phenyl)-3-cyclopentyl-propionamide). Solvent: C(Cl)Cl (methylene chloride), C(Cl)Cl (methylene chloride), C(Cl)Cl (methylene chloride). The reagents and catalysts are CN(C=O)C (N,N-dimethylformamide). The reactants are FC=1C=C(C=C(C1)C(F)(F)F)C1=NC2=C(C=CC=C2C=C1)[N+](=O)[O-] (2-(3-fluoro-5-(trifluoromethyl)phenyl)-8-nitroquinoline), [Cl-].[NH4+] (ammonium chloride). Reagents/catalysts: [Fe] (iron). Run in O (water), C(C)(C)O (isopropyl alcohol). Reaction conditions: temperature 90 celsius. Product: FC=1C=C(C=C(C1)C(F)(F)F)C1=NC2=C(C=CC=C2C=C1)N (2-(3-fluoro-5-(trifluoromethyl)phenyl)quinolin-8-amine). Yield: 49.3%. RXN SMILES: [F:1][C:2]1[CH:3]=[C:4]([C:12]2[CH:21]=[CH:20][C:19]3[C:14](=[C:15]([N+:22]([O-])=O)[CH:16]=[CH:17][CH:18]=3)[N:13]=2)[CH:5]=[C:6]([C:8]([F:11])([F:10])[F:9])[CH:7]=1.[Cl-].[NH4+]>C(O)(C)C.O.[Fe]>[F:1][C:2]1[CH:3]=[C:4]([C:12]2[CH:21]=[CH:20][C:19]3[C:14](=[C:15]([NH2:22])[CH:16]=[CH:17][CH:18]=3)[N:13]=2)[CH:5]=[C:6]([C:8]([F:10])([F:11])[F:9])[CH:7]=1 |f:1.2|. Procedure: Crude 2-(3-fluoro-5-(trifluoromethyl)phenyl)-8-nitroquinoline (2.78 mmol) was taken up in isopropyl alcohol (120 mL) and ammonium chloride (150 mg, 2.8 mmol) in water (20 mL) was added. The mixture was heated to 90° C., iron powder (550 mg, 9.85 mmol) was added and the reaction was continued stirring at 90° C. 18 hours. The reaction mixture was filtered over celite and the celite cake was washed with ethyl acetate (150 mL). The filtrate was concentrated and the residue was taken up in 1N aqueous... Starting materials: COC(CBr)OC, C1CCOC1, CCOC(C)=O, O, CS(=O)(=O)c1ccc(CO)c(O)c1, O=S(=O)(O)O. Yields the product CS(=O)(=O)c1ccc2c(c1)OC(CBr)OC2. Reaction SMILES: [Br:14][CH2:15][CH:16]([O:17][CH3:18])[O:19][CH3:20].[CH2:21]1[O:22][CH2:23][CH2:24][CH2:25]1.[CH3:32][CH2:33][O:34][C:35]([CH3:36])=[O:37].[OH2:31].[OH:1][CH2:2][c:3]1[c:4]([OH:13])[cH:5][c:6]([S:9](=[O:10])(=[O:11])[CH3:12])[cH:7][cH:8]1.[S:26](=[O:27])(=[O:28])([OH:29])[OH:30]>>[O:1]1[CH2:2][c:3]2[c:4]([cH:5][c:6]([S:9](=[O:10])(=[O:11])[CH3:12])[cH:7][cH:8]2)[O:13][CH:16]1[CH2:15][Br:14].